This data is from the Open Reaction Database (ORD), a public repository of structured organic reaction records. The task is: describe an organic reaction: reactants, conditions, products, and yield The reactants are OOS(=O)[O-].[K+] (Oxone), ClC1=C(C=CC(=C1)SC1=CC=C(C=C1)C(=O)O)NC([C@@](C(F)(F)F)(C)O)=O ((R)-N-[2-chloro-4-(4-carboxyphenylsulphanyl)phenyl]-2-hydroxy-2-methyl-3,3,3-trifluoropropanamide). The solvent is C(C)(=O)[O-].[Na+] (sodium acetate), CO (methanol). Reaction conditions: time 2 hour. Product: ClC1=C(C=CC(=C1)S(=O)C1=CC=C(C=C1)C(=O)O)NC([C@@](C(F)(F)F)(C)O)=O ((R)-N-[2-Chloro-4-(4-carboxyphenylsulphinyl)phenyl]2-hydroxy-2-methyl-3,3,3-trifluoropropanamide). Yield: 98.3%. RXN SMILES: [OH:1]OS([O-])=O.[K+].[Cl:7][C:8]1[CH:13]=[C:12]([S:14][C:15]2[CH:20]=[CH:19][C:18]([C:21]([OH:23])=[O:22])=[CH:17][CH:16]=2)[CH:11]=[CH:10][C:9]=1[NH:24][C:25](=[O:33])[C@:26]([OH:32])([CH3:31])[C:27]([F:30])([F:29])[F:28]>C([O-])(=O)C.[Na+].CO>[Cl:7][C:8]1[CH:13]=[C:12]([S:14]([C:15]2[CH:20]=[CH:19][C:18]([C:21]([OH:23])=[O:22])=[CH:17][CH:16]=2)=[O:1])[CH:11]=[CH:10][C:9]=1[NH:24][C:25](=[O:33])[C@:26]([OH:32])([CH3:31])[C:27]([F:30])([F:28])[F:29] |f:0.1,3.4|. Procedure: Oxone (1.47 g) as a solution in 1M sodium acetate solution (12 ml) was added to a mixture of (R)-N-[2-chloro-4-(4-carboxyphenylsulphanyl)phenyl]-2-hydroxy-2-methyl-3,3,3-trifluoropropanamide (Example 291) (1 g) in methanol (25 ml) and stirred for 2 hours. The reaction mixture was filtered and the solid washed with water and dried under vacuum to give the title compound as a solid (1.02 g) containing 9% of the corresponding sulphone. NMR: 1.6 (s, 3H), 7.75 (d, 1H), 7.8-7.9 (m, 3H), 7.95 (d, 1H), ... The reactants are C(C)(=O)OC=C (vinyl acetate), C(CCCCC(=O)O)(=O)O (adipic acid), [pyridine]2Pd(OAc)2, C1(=CC=C(C=C1)S(=O)(=O)O)C (p-toluenesulfonic acid), CC(=O)[O-].[Na+] (NaOAc). Run at time 4 hour. Product: C(CCCCC(=O)OC=C)(=O)OC=C (divinyl adipate). Isolated yield 99.7%. RXN SMILES: [C:1]([O:4][CH:5]=[CH2:6])(=[O:3])[CH3:2].C(O)(=O)C[CH2:9][CH2:10][CH2:11][C:12]([OH:14])=[O:13].[C:17]1(C)C=CC(S(O)(=O)=O)=C[CH:18]=1.CC([O-])=O.[Na+]>>[C:12]([O:14][CH:17]=[CH2:18])(=[O:13])[CH2:11][CH2:10][CH2:9][CH2:2][C:1]([O:4][CH:5]=[CH2:6])=[O:3] |f:3.4|. Procedure: In a 3-necked 1000 ml round bottom flask equipped with a reflux condenser, thermometer and magnetic stirrer was added vinyl acetate (320 g, 3791 mmol), adipic acid (17.5 g, 120 mmol), [pyridine]2Pd(OAc)2 (1.2 g, 3.1 mmol) and p-toluenesulfonic acid (4.4 g, 25.6 mmol). The temperature was held at 65° C. for 4 hours. After cooling to room temperature, NaOAc (3.0 g) was added to the solution. Volatiles were removed by a roto-vac. The non-volatiles were diluted with 200 ml hexane, extracted with 2×1... The reactants are NCCC(=O)N1CCOCC1 (3-amino-1-morpholin-4-yl-propan-1-one), C1(=CC=CC=C1)CC(=O)O (phenylacetic acid), C[O-].[Na+] (NaOMe), Cl (hydrochloride). Run in CO (MeOH), CO (MeOH). Conditions: time 10 minute. The product is C1(=CC=CC=C1)CC(=O)O.NCCC(=O)N1CCOCC1 (3-amino-1-morpholin-4-yl-propan-1-one; compound with phenylacetic acid). RXN SMILES: [NH2:1][CH2:2][CH2:3][C:4]([N:6]1[CH2:11][CH2:10][O:9][CH2:8][CH2:7]1)=[O:5].Cl.C[O-].[Na+].[C:16]1([CH2:22][C:23]([OH:25])=[O:24])[CH:21]=[CH:20][CH:19]=[CH:18][CH:17]=1>CO>[C:16]1([CH2:22][C:23]([OH:25])=[O:24])[CH:21]=[CH:20][CH:19]=[CH:18][CH:17]=1.[NH2:1][CH2:2][CH2:3][C:4]([N:6]1[CH2:11][CH2:10][O:9][CH2:8][CH2:7]1)=[O:5] |f:2.3,6.7|. Reported procedure: A reactor is charged with 3-amino-1-morpholin-4-yl-propan-1-one; hydrochloride (765 mmol). MeOH (380 mL) is added, and the mixture is stirred vigorously at room temperature for ca. 10 minutes. MtBE (380 mL) is added and the resulting slurry is cooled to −10° C., where a 25% (w/w) MeOH solution of NaOMe (765 mmol) is added slowly via addition funnel at such a rate as to maintain an internal temperature of ca. −10° C. The resulting suspension is stirred vigorously under a N2 atmosphere as it is al... The reactants are C1CCOC1, CO, Cc1cc(C#N)cc(I)c1N. Product: Cc1cc(CN)cc(I)c1N. As a reaction SMILES: [CH2:14]1[O:15][CH2:16][CH2:17][CH2:18]1.[CH3:12][OH:13].[NH2:1][c:2]1[c:3]([I:11])[cH:4][c:5]([C:6]#[N:7])[cH:8][c:9]1[CH3:10]>>[NH2:1][c:2]1[c:3]([I:11])[cH:4][c:5]([CH2:6][NH2:7])[cH:8][c:9]1[CH3:10]. Product: C(=C)C=1C=CC(=C(C#N)C1)OC1=CC(=CC=C1)C(F)(F)F (5-ethenyl-2-{[3-(trifluoromethyl)phenyl]oxy}benzonitrile). Reagents/catalysts: [Br-].C[P+](C1=CC=CC=C1)(C1=CC=CC=C1)C1=CC=CC=C1 (methyltriphenylphosphonium bromide). Reaction conditions: time 2 hour. Procedure: To a solution of methyltriphenylphosphonium bromide (11.78 g, 33.0 mmol) in dry THF (100 mL) was added dropwise a solution of NaH (4.79 g, 110 mmol) in THF (100 mL) under nitrogen for 0.5 h. Then a solution of 5-formyl-2-{[3-(trifluoromethyl)phenyl]oxy}benzonitrile (8 g, 27.5 mmol) in THF (1 mL) was added slowly into the reaction mixture. The mixture was then allowed to warm to room temperature and stirring continued for 2 h. Purification via flash chromatography then afforded the title compound... Isolated yield 50.3%. Starting materials: C(=O)C=1C=CC(=C(C#N)C1)OC1=CC(=CC=C1)C(F)(F)F (5-formyl-2-{[3-(trifluoromethyl)phenyl]oxy}benzonitrile), C1CCOC1 (THF), [H-].[Na+] (NaH), C1CCOC1 (THF), C1CCOC1 (THF). RXN SMILES: [H-].[Na+].[CH:3]([C:5]1[CH:6]=[CH:7][C:8]([O:13][C:14]2[CH:19]=[CH:18][CH:17]=[C:16]([C:20]([F:23])([F:22])[F:21])[CH:15]=2)=[C:9]([CH:12]=1)[C:10]#[N:11])=O.[CH2:24]1COCC1>[Br-].C[P+](C1C=CC=CC=1)(C1C=CC=CC=1)C1C=CC=CC=1>[CH:3]([C:5]1[CH:6]=[CH:7][C:8]([O:13][C:14]2[CH:19]=[CH:18][CH:17]=[C:16]([C:20]([F:23])([F:22])[F:21])[CH:15]=2)=[C:9]([CH:12]=1)[C:10]#[N:11])=[CH2:24] |f:0.1,4.5|.